Task: describe an organic reaction: reactants, conditions, products, and yield. Dataset: the Open Reaction Database (ORD), a public repository of structured organic reaction records Starting materials: C(C)(C)N(CC)C(C)C (Diisopropylethylamine), CS(=O)(=O)Cl (methane sulphonyl chloride), OCCNS(=O)(=O)C1=CC=C(C=C1)I (N-(2-hydroxyethyl)-4-iodobenzenesulphonamide). The solvent is CCOC(=O)C (EtOAc). Run at time 24 hour. Product: CS(=O)(=O)OCCNS(=O)(=O)C1=CC=C(C=C1)I (N-(2-methansulphonyloxyethyl)-4-iodobenzenesulphonamide). Yield: 45.3%. Reaction SMILES: C(N(C(C)C)CC)(C)C.[CH3:10][S:11](Cl)(=[O:13])=[O:12].[OH:15][CH2:16][CH2:17][NH:18][S:19]([C:22]1[CH:27]=[CH:26][C:25]([I:28])=[CH:24][CH:23]=1)(=[O:21])=[O:20]>CCOC(C)=O>[CH3:10][S:11]([O:15][CH2:16][CH2:17][NH:18][S:19]([C:22]1[CH:27]=[CH:26][C:25]([I:28])=[CH:24][CH:23]=1)(=[O:21])=[O:20])(=[O:13])=[O:12]. Procedure details: Diisopropylethylamine (585 μl, 3.36 mmol) followed by methane sulphonyl chloride (260 μl, 3.36 mmol) was added to a stirred solution of N-(2-hydroxyethyl)-4-iodobenzenesulphonamide (Method 45; 1 g, 3.06 mmol) in EtOAc (25 ml) at 5° C., under nitrogen. The reaction was allowed to warm to ambient temperature and stirred for 24 hours. The reaction mixture was washed with 1M hydrochloric acid (3×25 ml), saturated aqueous sodium hydrogen carbonate solution (3×25 ml), brine (2×25 ml), an then dried. T...